From a dataset of the Open Reaction Database (ORD), a public repository of structured organic reaction records. describe an organic reaction: reactants, conditions, products, and yield The reactants are COc1ccc(CN2C(=O)C(C)(CSC)CC(c3cccc(Cl)c3)C2c2ccc(Cl)cc2)c(OC)c1, O=C(O)C(F)(F)F. Yields the product CSCC1(C)CC(c2cccc(Cl)c2)C(c2ccc(Cl)cc2)NC1=O. Reaction SMILES: [Cl:1][c:2]1[cH:3][c:4]([CH:8]2[CH2:9][C:10]([CH2:33][S:34][CH3:35])([CH3:36])[C:11](=[O:32])[N:12]([CH2:21][c:22]3[cH:23][cH:24][c:25]([O:26][CH3:27])[cH:28][c:29]3[O:30][CH3:31])[CH:13]2[c:14]2[cH:15][cH:16][c:17]([Cl:20])[cH:18][cH:19]2)[cH:5][cH:6][cH:7]1.[F:37][C:38]([F:39])([F:40])[C:41]([OH:42])=[O:43]>>[Cl:1][c:2]1[cH:3][c:4]([CH:8]2[CH2:9][C:10]([CH2:33][S:34][CH3:35])([CH3:36])[C:11](=[O:32])[NH:12][CH:13]2[c:14]2[cH:15][cH:16][c:17]([Cl:20])[cH:18][cH:19]2)[cH:5][cH:6][cH:7]1. The reactants are CC#N, COC(=O)C(Cc1ccc2nc(-c3c(Cl)cccc3Cl)ccc2c1)OCc1c(Cl)cccc1Cl, [K+], [Na+], [OH-], O, O=S(=O)([O-])O. Yields the product O=C(O)C(Cc1ccc2nc(-c3c(Cl)cccc3Cl)ccc2c1)OCc1c(Cl)cccc1Cl. Reaction SMILES: [C:44](#[N:45])[CH3:46].[Cl:1][c:2]1[c:3]([CH2:4][O:5][CH:6]([C:7](=[O:8])[O:9][CH3:10])[CH2:11][c:12]2[cH:13][c:14]3[cH:15][cH:16][c:17](-[c:22]4[c:23]([Cl:29])[cH:24][cH:25][cH:26][c:27]4[Cl:28])[n:18][c:19]3[cH:20][cH:21]2)[c:30]([Cl:34])[cH:31][cH:32][cH:33]1.[K+:42].[Na+:36].[OH-:35].[OH2:43].[S:37](=[O:38])(=[O:39])([OH:40])[O-:41]>>[Cl:1][c:2]1[c:3]([CH2:4][O:5][CH:6]([C:7](=[O:8])[OH:9])[CH2:11][c:12]2[cH:13][c:14]3[cH:15][cH:16][c:17](-[c:22]4[c:23]([Cl:29])[cH:24][cH:25][cH:26][c:27]4[Cl:28])[n:18][c:19]3[cH:20][cH:21]2)[c:30]([Cl:34])[cH:31][cH:32][cH:33]1.